describe an organic reaction: reactants, conditions, products, and yield From a dataset of the Open Reaction Database (ORD), a public repository of structured organic reaction records. The reactants are Cc1cccc(-c2nn3c(c2-c2ccnc4cc(Br)ccc24)CCC3)n1, CCCCC([Sn])=C(CCCC)CCCC, Cc1ccccc1, Cl[Pd]Cl, c1ccc(P(c2ccccc2)c2ccccc2)cc1, c1ccc(P(c2ccccc2)c2ccccc2)cc1. Yields the product C=Cc1ccc2c(-c3c(-c4cccc(C)n4)nn4c3CCC4)ccnc2c1. As a reaction SMILES: [Br:1][c:2]1[cH:3][cH:4][c:5]2[c:6](-[c:12]3[c:13]4[n:14]([n:15][c:16]3-[c:17]3[n:18][c:19]([CH3:23])[cH:20][cH:21][cH:22]3)[CH2:24][CH2:25][CH2:26]4)[cH:7][cH:8][n:9][c:10]2[cH:11]1.[CH2:27]([CH2:28][CH2:40][CH3:41])[C:29]([Sn:30])=[C:31]([CH2:32][CH2:33][CH2:34][CH3:35])[CH2:36][CH2:37][CH2:38][CH3:39].[CH3:42][c:43]1[cH:44][cH:45][cH:46][cH:47][cH:48]1.[Pd:49]([Cl:50])[Cl:51].[c:52]1([P:53]([c:54]2[cH:55][cH:56][cH:57][cH:58][cH:59]2)[c:60]2[cH:61][cH:62][cH:63][cH:64][cH:65]2)[cH:66][cH:67][cH:68][cH:69][cH:70]1.[c:71]1([P:72]([c:73]2[cH:74][cH:75][cH:76][cH:77][cH:78]2)[c:79]2[cH:80][cH:81][cH:82][cH:83][cH:84]2)[cH:85][cH:86][cH:87][cH:88][cH:89]1>>[c:2]1([CH:27]=[CH2:28])[cH:3][cH:4][c:5]2[c:6](-[c:12]3[c:13]4[n:14]([n:15][c:16]3-[c:17]3[n:18][c:19]([CH3:23])[cH:20][cH:21][cH:22]3)[CH2:24][CH2:25][CH2:26]4)[cH:7][cH:8][n:9][c:10]2[cH:11]1.